This data is from the Open Reaction Database (ORD), a public repository of structured organic reaction records. The task is: describe an organic reaction: reactants, conditions, products, and yield The reactants are COC(=O)c1cc(-c2ccc(OCc3ccccc3)cc2)c(=O)n2ccc3c(ncn3C)c12, CCO, Cl, [K+], [OH-], O. The product is Cn1cnc2c1ccn1c(=O)c(-c3ccc(OCc4ccccc4)cc3)cc(C(=O)O)c21. Reaction SMILES: [CH2:1]([c:2]1[cH:3][cH:4][cH:5][cH:6][cH:7]1)[O:8][c:9]1[cH:10][cH:11][c:12](-[c:15]2[c:16](=[O:33])[n:17]3[cH:18][cH:19][c:20]4[c:21]([c:22]3[c:23]([C:25](=[O:26])[O:27][CH3:28])[cH:24]2)[n:29][cH:30][n:31]4[CH3:32])[cH:13][cH:14]1.[CH3:37][CH2:38][OH:39].[ClH:36].[K+:35].[OH-:34].[OH2:40]>>[CH2:1]([c:2]1[cH:3][cH:4][cH:5][cH:6][cH:7]1)[O:8][c:9]1[cH:10][cH:11][c:12](-[c:15]2[c:16](=[O:33])[n:17]3[cH:18][cH:19][c:20]4[c:21]([c:22]3[c:23]([C:25](=[O:26])[OH:27])[cH:24]2)[n:29][cH:30][n:31]4[CH3:32])[cH:13][cH:14]1. The reactants are C(C1=CC=CC=C1)Br (benzyl bromide), C([O-])([O-])=O.[K+].[K+] (potassium carbonate), BrC=1C=C2/C(/C(NC(C2=CC1)=O)=O)=C/NCC1=CC(=C(C=C1)O)O ((4Z)-6-bromo-4-{[(3,4-dihydroxybenzyl)amino]methylene}isoquinoline-1,3(2H,4H)-dione). Reagents/catalysts: [I-].C(CCC)[N+](CCCC)(CCCC)CCCC (tetrabutylammonium iodide). The solvent is CN(C=O)C (N,N-dimethylformamide). The product is C(C1=CC=CC=C1)OC1=C(C=C(CN\C=C\2/C(NC(C3=CC=C(C=C23)Br)=O)=O)C=C1)O ((4Z)-4-({[4-(Benzyloxy)-3-hydroxybenzyl]amino}methylene)-6-bromoisoquinoline-1,3(2H,4H)-dione). The yield is 17.7%. Reaction SMILES: [CH2:1](Br)[C:2]1[CH:7]=[CH:6][CH:5]=[CH:4][CH:3]=1.C(=O)([O-])[O-].[K+].[K+].[Br:15][C:16]1[CH:17]=[C:18]2[C:23](=[CH:24][CH:25]=1)[C:22](=[O:26])[NH:21][C:20](=[O:27])/[C:19]/2=[CH:28]\[NH:29][CH2:30][C:31]1[CH:36]=[CH:35][C:34]([OH:37])=[C:33]([OH:38])[CH:32]=1>[I-].C([N+](CCCC)(CCCC)CCCC)CCC.CN(C)C=O>[CH2:1]([O:37][C:34]1[CH:35]=[CH:36][C:31]([CH2:30][NH:29]/[CH:28]=[C:19]2\[C:20](=[O:27])[NH:21][C:22](=[O:26])[C:23]3[C:18]\2=[CH:17][C:16]([Br:15])=[CH:25][CH:24]=3)=[CH:32][C:33]=1[OH:38])[C:2]1[CH:7]=[CH:6][CH:5]=[CH:4][CH:3]=1 |f:1.2.3,5.6|. Procedure: To a solution of benzyl bromide (33.0 μl, 0.28 mmol) and tetrabutylammonium iodide (104 mg, 0.283 mmol) in anhydrous N,N-dimethylformamide (2 ML) is added of potassium carbonate (207 mg, 1.5 mmol). The mixture stirred at room temperature and (4Z)-6-bromo-4-{[(3,4-dihydroxybenzyl)amino]methylene}isoquinoline-1,3(2H,4H)-dione (100 mg, 0.26 mmol) is added. After the mixture is stirred at 65° C. for 30 min, the resulting mixture is concentrated and the residue is then partitioned between water (20 m... Starting materials: ice water, ClCC(=O)Cl (Chloroacetyl chloride), N1C(=O)CCC2=CC=CC=C12 (3,4-dihydrocarbostyril), [Cl-].[Al+3].[Cl-].[Cl-] (aluminum chloride). Run in C(Cl)Cl (methylene chloride). Yields the product ClCC(=O)C=1C=C2CCC(NC2=CC1)=O (6-(Chloroacetyl)-3,4-dihydrocarbostyril). As a reaction SMILES: [Cl:1][CH2:2][C:3](Cl)=[O:4].[NH:6]1[C:16]2[C:11](=[CH:12][CH:13]=[CH:14][CH:15]=2)[CH2:10][CH2:9][C:7]1=[O:8].[Cl-].[Al+3].[Cl-].[Cl-]>C(Cl)Cl>[Cl:1][CH2:2][C:3]([C:13]1[CH:12]=[C:11]2[C:16](=[CH:15][CH:14]=1)[NH:6][C:7](=[O:8])[CH2:9][CH2:10]2)=[O:4] |f:2.3.4.5|. Procedure: Chloroacetyl chloride (64 g) is added to a stirred solution of 3,4-dihydrocarbostyril (40 g) and aluminum chloride (76 g) in methylene chloride (500 ml). The reaction mixture is refluxed for 3 hours, cooled to RT and poured into ice water affording a white solid which is filtered, washed with water, dried, and recrystallized from ethanol, yielding the desired product. Starting materials: BrC=1C=C(C=C(C1OC=1N=NC(=C(C1)C(C)C)Cl)Br)CCO (2-[3,5-Dibromo-4-(6-chloro-5-isopropyl-pyridazin-3-yloxy)-phenyl]-ethanol), solution, S([O-])(O)=O.[Na+] (sodium bisulfite), Cl(=O)[O-].[Na+] (sodium chlorite), Cl[O-].[Na+] (sodium hypochlorite). Run in O (water), C(C)#N (acetonitrile), C(Cl)Cl (methylene chloride), P(=O)([O-])([O-])[O-].[Na+].[Na+].[Na+] (sodium phosphate), O (water), C(Cl)Cl (methylene chloride), O (water), O (water). Conditions: time 30 minute. The product is BrC=1C=C(C=C(C1OC=1N=NC(=C(C1)C(C)C)Cl)Br)CC(=O)O ([3,5-dibromo-4-(6-chloro-5-isopropyl-pyridazin-3-yloxy)-phenyl]-acetic acid). As a reaction SMILES: [Br:1][C:2]1[CH:3]=[C:4]([CH2:20][CH2:21][OH:22])[CH:5]=[C:6]([Br:19])[C:7]=1[O:8][C:9]1[N:10]=[N:11][C:12]([Cl:18])=[C:13]([CH:15]([CH3:17])[CH3:16])[CH:14]=1.Cl([O-])=[O:24].[Na+].Cl[O-].[Na+].S(=O)(O)[O-].[Na+]>C(#N)C.C(Cl)Cl.P([O-])([O-])([O-])=O.[Na+].[Na+].[Na+].O>[Br:1][C:2]1[CH:3]=[C:4]([CH2:20][C:21]([OH:24])=[O:22])[CH:5]=[C:6]([Br:19])[C:7]=1[O:8][C:9]1[N:10]=[N:11][C:12]([Cl:18])=[C:13]([CH:15]([CH3:17])[CH3:16])[CH:14]=1 |f:1.2,3.4,5.6,9.10.11.12|. Procedure: A solution of 2-[3,5-dibromo-4-(6-chloro-5-isopropyl-pyridazin-3-yloxy)-phenyl]-ethanol (12) (111.4 g, 247 mmol) in acetonitrile (223 mL), methylene chloride (343 mL) and sodium phosphate buffer (343 mL of a 0.67 M solution, pH=6.7) was treated with 2,2,6,6-tetramethyl-1-piperidinyloxy free group (2.35 g, 14.83 mmol) at room temperature. A solution of sodium chlorite (44.71 g, 395.5 mmol) in water (135 mL) and a solution of sodium hypochlorite (28 mL, 24.5 mmol) in water (50 mL) were then added ... Reactants: BrC(C(C(=O)OCC)=O)CCC1=CC=CC=C1 (ethyl 3-bromo-2-oxo-5-phenylpentanoate), NC1=NC=CC=C1 (2-aminopyridine). The solvent is C1CCOC1 (THF). Product: [Br-].NC1=[N+](C=CC=C1)C(C(C(=O)OCC)=O)CCC1=CC=CC=C1 (2-amino-1-[3-ethoxy-2,3-dioxo-1-(2-phenylethyl)propyl]pyridinium bromide). The yield is 54.4%. As a reaction SMILES: [Br:1][CH:2]([CH2:10][CH2:11][C:12]1[CH:17]=[CH:16][CH:15]=[CH:14][CH:13]=1)[C:3](=[O:9])[C:4]([O:6][CH2:7][CH3:8])=[O:5].[NH2:18][C:19]1[CH:24]=[CH:23][CH:22]=[CH:21][N:20]=1>C1COCC1>[Br-:1].[NH2:18][C:19]1[CH:24]=[CH:23][CH:22]=[CH:21][N+:20]=1[CH:2]([CH2:10][CH2:11][C:12]1[CH:17]=[CH:16][CH:15]=[CH:14][CH:13]=1)[C:3](=[O:9])[C:4]([O:6][CH2:7][CH3:8])=[O:5] |f:3.4|. Procedure details: To a solution of ethyl 3-bromo-2-oxo-5-phenylpentanoate (1.9 g) in THF (10 ml) was added 2-aminopyridine (600 mg) at room temperature, and the reaction mixture was heated under reflux for 15 hr. The precipitated crystals were collected by filtration, washed with THF to give 2-amino-1-[3-ethoxy-2,3-dioxo-1-(2-phenylethyl)propyl]pyridinium bromide (1.36 g). 2-Amino-1-[3-ethoxy-2,3-dioxo-1-(2-phenylethyl)propyl]pyridinium bromide (1.36 g) was dissolved in ethanol (10 ml), and the mixture was reflux... The solvent is CO (MeOH), CO (MeOH). Starting materials: C1(=CC=CC=C1)C (toluene), COC(OC)OC (trimethylorthoformate), BrCCCCCCCCCCCCCCCC(=O)O (16-Bromo-hexadecanoic acid). Reaction conditions: temperature 55 celsius, time 16 hour. Reaction SMILES: [Br:1][CH2:2][CH2:3][CH2:4][CH2:5][CH2:6][CH2:7][CH2:8][CH2:9][CH2:10][CH2:11][CH2:12][CH2:13][CH2:14][CH2:15][CH2:16][C:17]([OH:19])=[O:18].[C:20]1(C)C=CC=CC=1.COC(OC)OC>CO>[CH3:20][O:18][C:17](=[O:19])[CH2:16][CH2:15][CH2:14][CH2:13][CH2:12][CH2:11][CH2:10][CH2:9][CH2:8][CH2:7][CH2:6][CH2:5][CH2:4][CH2:3][CH2:2][Br:1]. Yields the product COC(CCCCCCCCCCCCCCCBr)=O (16-Bromo-hexadecanoic acid methyl ester). Reported procedure: 16-Bromo-hexadecanoic acid (6.0 g) was dissolved in MeOH (35 mL), toluene (100 mL) and trimethylorthoformate (20 mL), then Amberlyst 15 from Fluka (1.4 g) was added. The mixture was stirred at 55° C. for 16 h. The mixture was evaporated to dryness and dried under vacuum for 16 h to yield 7.7 g. The residue was suspended in MeOH (ca. 50 mL) and stirred for ca ½ h. The amberlyst 15 was filtered off after stirring with DCM (30 mL) for ½ h. The filtrate was concentrated to remove the DCM, and the cl... Starting materials: CN(CCCNC1=C(C=C(C(=O)OC)C=C1)[N+](=O)[O-])CCC1=NC=CC=C1 (Methyl 4-({3-[methyl(2-pyridin-2-ylethyl)amino]propyl}amino)-3-nitrobenzoate). Reagents/catalysts: [Pd] (palladium on carbon). The solvent is C(C)(=O)OCC.CO (ethyl acetate methanol). Run at time 4 hour. Product: NC=1C=C(C(=O)OC)C=CC1NCCCN(CCC1=NC=CC=C1)C (methyl 3-amino-4-({3-[methyl(2-pyridin-2-ylethyl)amino]propyl}amino)benzoate), oil. Isolated yield 98.0%. As a reaction SMILES: [CH3:1][N:2]([CH2:20][CH2:21][C:22]1[CH:27]=[CH:26][CH:25]=[CH:24][N:23]=1)[CH2:3][CH2:4][CH2:5][NH:6][C:7]1[CH:16]=[CH:15][C:10]([C:11]([O:13][CH3:14])=[O:12])=[CH:9][C:8]=1[N+:17]([O-])=O>[Pd].C(OCC)(=O)C.CO>[NH2:17][C:8]1[CH:9]=[C:10]([CH:15]=[CH:16][C:7]=1[NH:6][CH2:5][CH2:4][CH2:3][N:2]([CH3:1])[CH2:20][CH2:21][C:22]1[CH:27]=[CH:26][CH:25]=[CH:24][N:23]=1)[C:11]([O:13][CH3:14])=[O:12] |f:2.3|. Procedure: Methyl 4-({3-[methyl(2-pyridin-2-ylethyl)amino]propyl}amino)-3-nitrobenzoate (9.1 g) in solution in an ethyl acetate/methanol mixture and 10% palladium on carbon (910 mg) are added together in an autoclave. After stirring for 4 hours under a hydrogen atmosphere (3 bars), the catalyst is eliminated by filtration on Celite and the filtrate is concentrated under reduced pressure at 40° C. in order to produce the expected compound in the form of an oil (8.2 g, 98% yield). Reactants: compound, COC1=CC=C(C=C1)N (p-anisidine), crude product, ClC1=CC=C(C=O)C=C1 (4-chlorobenzaldehyde), CN(C1=CC=C(C=O)C=C1)C (4-dimethylaminobenzaldehyde). Product: ClC1=CC=C(C=C1)C1NC2=CC=CC=C2CN1C1=CC=CC=C1 (2-(4'-chlorophenyl)-3-phenyl-1,2,3,4-tetrahydroquinazoline), title compound. Reaction SMILES: [Cl:1][C:2]1[CH:9]=[CH:8][C:5]([CH:6]=O)=[CH:4][CH:3]=1.C[N:11]([CH3:20])[C:12]1[CH:19]=[CH:18][C:15](C=O)=[CH:14][CH:13]=1.CO[C:23]1[CH:28]=[CH:27][C:26]([NH2:29])=[CH:25][CH:24]=1>>[Cl:1][C:2]1[CH:9]=[CH:8][C:5]([CH:6]2[N:11]([C:12]3[CH:13]=[CH:14][CH:15]=[CH:18][CH:19]=3)[CH2:20][C:27]3[C:26](=[CH:25][CH:24]=[CH:23][CH:28]=3)[NH:29]2)=[CH:4][CH:3]=1. Reported procedure: 2-(4'-chlorophenyl)-3-phenyl-1,2,3,4-tetrahydroquinazoline was prepared by the method of Example 1 but substituting 4-chlorobenzaldehyde for the 4-dimethylaminobenzaldehyde used in Example 1. The crude product had a melting point of 177° C. 0.5 g (0.0015 mol)of this compound and 0.18 g (0.005 mol) p-anisidine were fused together at 120 to 140° C. for about 1 hr. The product was the title compound as a white solid having a melting point of 116° C. This compound was imaged on CF paper, as describe... Reactants: CC1=CC(=O)C(C)(C)O1, CCO, [Cl-], [Na+], [Na+], [OH-], O=Cc1cc2ccccc2s1. The product is CC1(C)OC(C=Cc2cc3ccccc3s2)=CC1=O. As a reaction SMILES: [CH3:12][C:13]1([CH3:20])[O:14][C:15]([CH3:19])=[CH:16][C:17]1=[O:18].[CH3:25][CH2:26][OH:27].[Cl-:24].[Na+:22].[Na+:23].[OH-:21].[s:1]1[c:2]([CH:10]=[O:11])[cH:3][c:4]2[c:5]1[cH:6][cH:7][cH:8][cH:9]2>>[s:1]1[c:2]([CH:10]=[CH:19][C:15]2=[CH:16][C:17](=[O:18])[C:13]([CH3:12])([CH3:20])[O:14]2)[cH:3][c:4]2[c:5]1[cH:6][cH:7][cH:8][cH:9]2. The reactants are OC1[C@H](O)[C@@H](O)[C@H](O[C@H]2[C@H](O)[C@@H](O)[C@@H](O)[C@H](O2)CO)[C@H](O1)CO (lactose), O=[Si]=O (aerosil), cellulose acetate, C(CCCCCCCCCCCCCCCCC)(=O)[O-].[Mg+2].C(CCCCCCCCCCCCCCCCC)(=O)[O-] (magnesium stearate). The product is C(C=C)(=O)[O-] (acrylate), C(C(=C)C)(=O)[O-] (methacrylate), Eudragit RL 30 D. As a reaction SMILES: [OH:1][CH:2]1[O:21][C@H](CO)[C@@H]([O:8][C@@H:9]2[O:17][C@H](CO)[C@H](O)[C@H:12](O)[C@H:10]2O)[C@H:5](O)[C@H:3]1O.O=[Si]=O.[C:27]([O-])(=O)CCCCCCCCCCCCCCCCC.[Mg+2].C([O-])(=O)CCCCCCCCCCCCCCCCC>>[C:2]([O-:21])(=[O:1])[CH:3]=[CH2:5].[C:9]([O-:17])(=[O:8])[C:10]([CH3:27])=[CH2:12] |f:2.3.4|. Procedure details: Following the same procedure as for Example 1, a powdery mixture consisting of 0.53% (w/w) thiametoxam, 58.97% (w/w) cellulose acetate (CA 398-10, Eastman), 40% (w/w) lactose, 0.4% (w/w) aerosil and 0.1% (w/w) magnesium stearate is compacted into tablet cores (nominal weight: 39±1 mg) using convex punches. A coating solution formed of a mixture of acrylate and methacrylate copolymers (commercially available as Eudragit RS 30 D and Eudragit RL 30 D, Röhm GmbH, Germany) is sprayed on the cores.